From a dataset of the Open Reaction Database (ORD), a public repository of structured organic reaction records. describe an organic reaction: reactants, conditions, products, and yield The reactants are ClC[Si](C=C)(C=C)C1=CC=C(C=C1)C1=CC=CC=C1 (chloromethyl(4-phenylphenyl)divinylsilane), N1C=NC=C1.[K] (potassium imidazole). The reagents and catalysts are [Br-].C(CCC)[N+](CCCC)(CCCC)CCCC (tetrabutylammonium bromide). Run in C1(=CC=CC=C1)C (toluene), ether-hexanes. Product: C(=C)[Si](C1=CC=C(C=C1)C1=CC=CC=C1)(CN1C=NC=C1)C=C (Divinyl(1H-imidazol-1-ylmethyl)(4-phenylphenyl)silane). RXN SMILES: Cl[CH2:2][Si:3]([C:8]1[CH:13]=[CH:12][C:11]([C:14]2[CH:19]=[CH:18][CH:17]=[CH:16][CH:15]=2)=[CH:10][CH:9]=1)([CH:6]=[CH2:7])[CH:4]=[CH2:5].[NH:20]1[CH:24]=[CH:23][N:22]=[CH:21]1.[K]>C1(C)C=CC=CC=1.[Br-].C([N+](CCCC)(CCCC)CCCC)CCC>[CH:4]([Si:3]([CH:6]=[CH2:7])([CH2:2][N:20]1[CH:24]=[CH:23][N:22]=[CH:21]1)[C:8]1[CH:13]=[CH:12][C:11]([C:14]2[CH:19]=[CH:18][CH:17]=[CH:16][CH:15]=2)=[CH:10][CH:9]=1)=[CH2:5] |f:1.2,4.5,^1:24|. Reported procedure: To a solution of 1.14 g (0.004 mol) of chloromethyl(4-phenylphenyl)divinylsilane in 10 ml of toluene is added 0.54 g (0.005 mol) of potassium imidazole and 0.05 g of tetrabutylammonium bromide. The mixture is refluxed under nitrogen for two days, cooled, diluted with ether-hexanes, and washed with water and brine. Removal of solvent gives an oil which is purified by silica gel chromatography, eluting with 9:1 dichloromethane-ether, to give the title compound. Reactants: O=S(=O)(Cl)C=Cc1ccccc1, Nc1ccc(F)cc1. The product is O=S(=O)(C=Cc1ccccc1)Nc1ccc(F)cc1. As a reaction SMILES: [CH:1](=[CH:2][c:3]1[cH:4][cH:5][cH:6][cH:7][cH:8]1)[S:9](=[O:10])(=[O:11])[Cl:12].[NH2:13][c:14]1[cH:15][cH:16][c:17]([F:18])[cH:19][cH:20]1>>[CH:1](=[CH:2][c:3]1[cH:4][cH:5][cH:6][cH:7][cH:8]1)[S:9](=[O:10])(=[O:11])[NH:13][c:14]1[cH:15][cH:16][c:17]([F:18])[cH:19][cH:20]1. Reactants: C(C1=CC=CC=C1)(C1=CC=CC=C1)NC(CC1=CNC2=CC=CC=C12)P(O)O (1-benzhydrylamino-2-(indol-3-yl)-ethanephosphonous acid), C(C1=CC=CC=C1)(C1=CC=CC=C1)NC(C(C)C)P(O)O (1-benzhydrylamino-2-methylpropanephosphonous acid). Product: NC(CC1=CNC2=CC=CC=C12)P(O)O (1-amino-2-(indol-3-yl)-ethanephosphonous acid). RXN SMILES: C([NH:14][CH:15]([P:26]([OH:28])[OH:27])[CH2:16][C:17]1[C:25]2[C:20](=[CH:21][CH:22]=[CH:23][CH:24]=2)[NH:19][CH:18]=1)(C1C=CC=CC=1)C1C=CC=CC=1.C(NC(P(O)O)C(C)C)(C1C=CC=CC=1)C1C=CC=CC=1>>[NH2:14][CH:15]([P:26]([OH:28])[OH:27])[CH2:16][C:17]1[C:25]2[C:20](=[CH:21][CH:22]=[CH:23][CH:24]=2)[NH:19][CH:18]=1. Procedure details: The procedure described in Example 36B was repeated using DL-1-benzhydrylamino-2-(indol-3-yl)-ethanephosphonous acid instead of DL-1-benzhydrylamino-2-methylpropanephosphonous acid to give DL-1-amino-2-(indol-3-yl)-ethanephosphonous acid. Starting materials: CC=1C(OC[C@@H](N1)C1=CC=CC=C1)=O ((5S)-3-methyl-5-phenyl-5,6-dihydro-2H-1,4-oxazin-2-one), BrCC1CCC1 ((bromomethyl)cyclobutane). The product is C1(CCC1)C[C@@]1(N[C@H](COC1=O)C1=CC=CC=C1)C ((3S,5S)-3-(Cyclobutylmethyl)-3-methyl-5-phenylmorpholin-2-one). As a reaction SMILES: [CH3:1][C:2]1[C:3](=[O:14])[O:4][CH2:5][C@H:6]([C:8]2[CH:13]=[CH:12][CH:11]=[CH:10][CH:9]=2)[N:7]=1.Br[CH2:16][CH:17]1[CH2:20][CH2:19][CH2:18]1>>[CH:17]1([CH2:16][C@@:2]2([CH3:1])[C:3](=[O:14])[O:4][CH2:5][C@H:6]([C:8]3[CH:13]=[CH:12][CH:11]=[CH:10][CH:9]=3)[NH:7]2)[CH2:20][CH2:19][CH2:18]1. Procedure: The title compound was prepared from (5S)-3-methyl-5-phenyl-5,6-dihydro-2H-1,4-oxazin-2-one (1 g, 5.28 mmol, see WO-A-02/051983) and (bromomethyl)cyclobutane according to the procedure outlined in Preparation 1. The total amount of compound synthesised was 0.445 g. Reactants: CCC(C(=O)OC)N1CC(Oc2c(F)cccc2F)=CC1=O, [Li+], C1CCOC1, [OH-], O, O, O. Yields the product CCC(C(=O)O)N1CC(Oc2c(F)cccc2F)=CC1=O. As a reaction SMILES: [CH3:1][O:2][C:3]([CH:4]([CH2:5][CH3:6])[N:7]1[C:8](=[O:21])[CH:9]=[C:10]([O:12][c:13]2[c:14]([F:20])[cH:15][cH:16][cH:17][c:18]2[F:19])[CH2:11]1)=[O:22].[Li+:25].[O:28]1[CH2:29][CH2:30][CH2:31][CH2:32]1.[OH-:24].[OH2:23].[OH2:26].[OH2:27]>>[O:2]=[C:3]([CH:4]([CH2:5][CH3:6])[N:7]1[C:8](=[O:21])[CH:9]=[C:10]([O:12][c:13]2[c:14]([F:20])[cH:15][cH:16][cH:17][c:18]2[F:19])[CH2:11]1)[OH:22].